This data is from the Open Reaction Database (ORD), a public repository of structured organic reaction records. The task is: describe an organic reaction: reactants, conditions, products, and yield Starting materials: NC1=C(C=C(C=C1)N1CC(CC1)CNC(OC(C)(C)C)=O)F (tert-Butyl [1-(4-amino-3-fluorophenyl)pyrrolidin-3-yl]methylcarbamate), C(CCC)OC1=CC(=C(C(=O)O)C=C1)[N+](=O)[O-] (4-butoxy-2-nitrobenzoic acid). The product is NC1=C(C(=O)NC2=C(C=C(C=C2)N2CC(CC2)CNC(OC(C)(C)C)=O)F)C=CC(=C1)OCCCC (tert-Butyl {1-[4-(2-amino-4-butoxybenzoylamino)-3-fluorophenyl]pyrrolidin-3-yl}methylcarbamate). As a reaction SMILES: [NH2:1][C:2]1[CH:7]=[CH:6][C:5]([N:8]2[CH2:12][CH2:11][CH:10]([CH2:13][NH:14][C:15](=[O:21])[O:16][C:17]([CH3:20])([CH3:19])[CH3:18])[CH2:9]2)=[CH:4][C:3]=1[F:22].[CH2:23]([O:27][C:28]1[CH:36]=[CH:35][C:31]([C:32](O)=[O:33])=[C:30]([N+:37]([O-])=O)[CH:29]=1)[CH2:24][CH2:25][CH3:26]>>[NH2:37][C:30]1[CH:29]=[C:28]([O:27][CH2:23][CH2:24][CH2:25][CH3:26])[CH:36]=[CH:35][C:31]=1[C:32]([NH:1][C:2]1[CH:7]=[CH:6][C:5]([N:8]2[CH2:12][CH2:11][CH:10]([CH2:13][NH:14][C:15](=[O:21])[O:16][C:17]([CH3:18])([CH3:19])[CH3:20])[CH2:9]2)=[CH:4][C:3]=1[F:22])=[O:33]. Reported procedure: tert-Butyl [1-(4-amino-3-fluorophenyl)pyrrolidin-3-yl]methylcarbamate was reacted with 4-butoxy-2-nitrobenzoic acid by method E, followed by hydrogenation. This resulted in the product with the molecular weight of 500.62 (C27H37FN4O4); MS (ESI): 501 (M+H+). The reactants are [Cl-].[Al+3].[Cl-].[Cl-] (Aluminum chloride), OC1=C2C(C(=O)OC2=O)=CC=C1 (3-hydroxyphthalic anhydride), [N+](=O)([O-])C1=CC=CC=C1 (nitrobenzene), C(C)(=O)C=1OC(=CC1)C (2-acetyl-5-methylfuran). Conditions: temperature 100 celsius. Yields the product OC=1C=CC=C2C(C3=C(OC(=C3)C)C(C12)=O)=O (8-hydroxy-2-methylnaphtho[2,3-b]furan-4,9-dione). As a reaction SMILES: [Cl-].[Al+3].[Cl-].[Cl-].[OH:5][C:6]1[CH:16]=[CH:15][CH:14]=[C:8]2[C:9]([O:11][C:12](=[O:13])[C:7]=12)=O.[N+](C1C=CC=CC=1)([O-])=O.[C:26]([C:29]1[O:30][C:31](C)=[CH:32][CH:33]=1)(=O)C>>[OH:5][C:6]1[CH:16]=[CH:15][CH:14]=[C:8]2[C:7]=1[C:12](=[O:13])[C:31]1[O:30][C:29]([CH3:26])=[CH:33][C:32]=1[C:9]2=[O:11] |f:0.1.2.3|. Procedure details: Aluminum chloride (2.5 g) and 3-hydroxyphthalic anhydride (1 g) were added to nitrobenzene (5 ml), to which was added 2-acetyl-5-methylfuran (0.7 g), dropwise, and heated at 100° C. overnight. Reactants: [H-].[Na+] (Sodium hydride), CN1CCN(CC1)C1=NC=CC(=C1)N (2-(4-methylpiperazin-1-yl)pyridin-4-ylamine), ClC1=NC(=NC(=C1CCCl)C1=CC(=CC=C1)OC)N1CCOCC1 (4-[4-chloro-5-(2-chloroethyl)-6-(3-methoxyphenyl)-pyrimidin-2-yl]morpholine). Run in O1CCCC1 (tetrahydrofuran). Product: COC=1C=C(C=CC1)C=1C2=C(N=C(N1)N1CCOCC1)N(CC2)C2=CC(=NC=C2)N2CCN(CC2)C (4-(3-Methoxy-phenyl)-7-[2-(4-methyl-piperazin-1-yl)-pyridin-4-yl]-2-morpholin-4-yl-6,7-dihydro-5H-pyrrolo[2,3-d]pyrimidine). The yield is 81.3%. Reaction SMILES: [H-].[Na+].[CH3:3][N:4]1[CH2:9][CH2:8][N:7]([C:10]2[CH:15]=[C:14]([NH2:16])[CH:13]=[CH:12][N:11]=2)[CH2:6][CH2:5]1.Cl[C:18]1[C:23]([CH2:24][CH2:25]Cl)=[C:22]([C:27]2[CH:32]=[CH:31][CH:30]=[C:29]([O:33][CH3:34])[CH:28]=2)[N:21]=[C:20]([N:35]2[CH2:40][CH2:39][O:38][CH2:37][CH2:36]2)[N:19]=1>O1CCCC1>[CH3:34][O:33][C:29]1[CH:28]=[C:27]([C:22]2[C:23]3[CH2:24][CH2:25][N:16]([C:14]4[CH:13]=[CH:12][N:11]=[C:10]([N:7]5[CH2:6][CH2:5][N:4]([CH3:3])[CH2:9][CH2:8]5)[CH:15]=4)[C:18]=3[N:19]=[C:20]([N:35]3[CH2:40][CH2:39][O:38][CH2:37][CH2:36]3)[N:21]=2)[CH:32]=[CH:31][CH:30]=1 |f:0.1|. Reported procedure: Sodium hydride (108 mg, 60% mineral oil dispersion, 2.72 mmol) was placed in a dried flask under a nitrogen atmosphere, followed by sequential addition of anhydrous tetrahydrofuran (10 ml) and 2-(4-methylpiperazin-1-yl)pyridin-4-ylamine (62 mg, 0.32 mmol) with a syringe, and the resulting mixture was heated to reflux for 2 hours. 4-[4-chloro-5-(2-chloroethyl)-6-(3-methoxyphenyl)-pyrimidin-2-yl]morpholine (100 mg, 0.27 mmol) was added, followed by heating to reflux for 16 hours. The reaction mixt... Reactants: ClC=1C(=C(C=CC1)C(=O)N1CC(NCC1)=O)C (4-[(3-Chloro-2-methylphenyl)carbonyl]-2-piperazinone), C(CCC)O (1-Butanol), F[B-](F)(F)F.C[O+](C)C (trimethyloxonium tetrafluoroborate), S1C(=NC=C1)C(=O)NN (1,3-thiazole-2-carbohydrazide). Solvent: ClCCl (Dichloromethane). Run at time 16 hour. Product: ClC=1C(=C(C=CC1)C(=O)N1CC=2N(CC1)C(=NN2)C=2SC=CN2)C (7-[(3-Chloro-2-methylphenyl)carbonyl]-3-(1,3-thiazol-2-yl)-5,6,7,8-tetrahydro[1,2,4]triazolo[4,3-a]pyrazine). As a reaction SMILES: [Cl:1][C:2]1[C:3]([CH3:17])=[C:4]([C:8]([N:10]2[CH2:15][CH2:14][NH:13][C:12](=O)[CH2:11]2)=[O:9])[CH:5]=[CH:6][CH:7]=1.F[B-](F)(F)F.C[O+](C)C.[S:27]1[CH:31]=[CH:30][N:29]=[C:28]1[C:32]([NH:34][NH2:35])=O.C(O)CCC>ClCCl>[Cl:1][C:2]1[C:3]([CH3:17])=[C:4]([C:8]([N:10]2[CH2:15][CH2:14][N:13]3[C:32]([C:28]4[S:27][CH:31]=[CH:30][N:29]=4)=[N:34][N:35]=[C:12]3[CH2:11]2)=[O:9])[CH:5]=[CH:6][CH:7]=1 |f:1.2|. Procedure details: 4-[(3-Chloro-2-methylphenyl)carbonyl]-2-piperazinone (I134) (185 mg, 0.732 mmol) was suspended in dry Dichloromethane (DCM) (3 mL) before treating with trimethyloxonium tetrafluoroborate (137 mg, 0.879 mmol) and stirring for 16 hours at RT, under argon before adding 1,3-thiazole-2-carbohydrazide (I51) (157 mg, 1.098 mmol) and stirring for a further 4 hours. 1-Butanol (3.00 mL) was added then DCM was removed by evaporation and the residue was heated at 110° C. for 3 hours. The reaction was cooled... Reactants: [C-]#N.[Na+] (sodium cyanide), [Cl-].[NH4+] (ammonium chloride), C(C1=CC=CC=C1)OCC(=O)C (1-(benzyloxy)acetone). Solvent: CO (methanol), N (ammonia), N (ammonia), CO (methanol), ClCCl (dichloromethane). Yields the product NC(C#N)(COCC1=CC=CC=C1)C (rac-2-Amino-3-(benzyloxy)-2-methylpropionitrile). Reaction SMILES: [CH2:1]([O:8][CH2:9][C:10]([CH3:12])=O)[C:2]1[CH:7]=[CH:6][CH:5]=[CH:4][CH:3]=1.[C-:13]#[N:14].[Na+].[Cl-].[NH4+:17]>N.CO.ClCCl>[NH2:17][C:10]([CH3:12])([CH2:9][O:8][CH2:1][C:2]1[CH:7]=[CH:6][CH:5]=[CH:4][CH:3]=1)[C:13]#[N:14] |f:1.2,3.4|. Reported procedure: 5.07 g (27.79 mmol) of 1-(benzyloxy)acetone were initially charged in 55.6 ml of 2 N aqueous ammonia in methanol, 1.53 g (31.12 mmol) of sodium cyanide and 3.71 g (31.12 mmol) of ammonium chloride were added and the mixture was heated under reflux for 2 h. Another 27.4 ml of 2 N aqueous ammonia in methanol were then added, and the reaction mixture was stirred under reflux for 2 h. The reaction solution was cooled and diluted with 90 ml of dichloromethane. The solid obtained was filtered off and ...